From a dataset of the Open Reaction Database (ORD), a public repository of structured organic reaction records. describe an organic reaction: reactants, conditions, products, and yield Starting materials: O[C@H](CN1C(C2=C(CCC1)NC(=C2C)C=O)=O)CN2CCOCC2 ((S)-5-(2-Hydroxy-3-morpholin-4-yl-propyl)-3-methyl-4-oxo-1,4,5,6,7,8-hexahydro-pyrrolo[3,2-c]azepine-2-carbaldehyde), BrC1=C2CC(NC2=CC=C1)=O (4-bromo-1,3-dihydro-indol-2-one), N1CCCCC1 (piperidine). Solvent: C(C)O (ethanol). Conditions: temperature 45 celsius, time 16 hour. The product is BrC1=C2/C(/C(NC2=CC=C1)=O)=C/C1=C(C=2C(N(CCCC2N1)C[C@H](CN1CCOCC1)O)=O)C ((S,Z)-2-((4-bromo-2-oxoindolin-3-ylidene)methyl)-5-(2-hydroxy-3-morpholinopropyl)-3-methyl-5,6,7,8-tetrahydropyrrolo[3,2-c]azepin-4(1H)-one), OC(CN1C(C2=C(CCC1)NC=C2C)=O)CN2CCOCC2 (5-(2-hydroxy-3-morpholinoprop yl)-3-methyl-5,6,7,8-tetrahydropyrrolo[3,2-c]azepin-4(1H)-one). Isolated yield 184.3%. As a reaction SMILES: [OH:1][C@@H:2]([CH2:18][N:19]1[CH2:24][CH2:23][O:22][CH2:21][CH2:20]1)[CH2:3][N:4]1[CH2:10][CH2:9][CH2:8][C:7]2[NH:11][C:12]([CH:15]=O)=[C:13]([CH3:14])[C:6]=2[C:5]1=[O:17].[Br:25][C:26]1[CH:34]=[CH:33][CH:32]=[C:31]2[C:27]=1[CH2:28][C:29](=[O:35])[NH:30]2.N1CCCCC1>C(O)C>[Br:25][C:26]1[CH:34]=[CH:33][CH:32]=[C:31]2[C:27]=1/[C:28](=[CH:15]/[C:12]1[NH:11][C:7]3[CH2:8][CH2:9][CH2:10][N:4]([CH2:3][C@@H:2]([OH:1])[CH2:18][N:19]4[CH2:24][CH2:23][O:22][CH2:21][CH2:20]4)[C:5](=[O:17])[C:6]=3[C:13]=1[CH3:14])/[C:29](=[O:35])[NH:30]2.[OH:1][CH:2]([CH2:18][N:19]1[CH2:24][CH2:23][O:22][CH2:21][CH2:20]1)[CH2:3][N:4]1[CH2:10][CH2:9][CH2:8][C:7]2[NH:11][CH:12]=[C:13]([CH3:14])[C:6]=2[C:5]1=[O:17]. Procedure: (S)-5-(2-Hydroxy-3-morpholin-4-yl-propyl)-3-methyl-4-oxo-1,4,5,6,7,8-hexa hydro-pyrrolo[3,2-c]azepine-2-carbaldehyde 78f (40 mg, 0.12 mmol) and 4-bromo-1,3-dihydro-indol-2-one (25 mg, 0.12 mmol) were dissolved in 1.5 ml of ethanol, and added with 6 μl of piperidine to the solution at room temperature. Upon completion of the addition, the reaction mixture was stirred at 45° C. for 16 hours. After thin lay chromatography showed the disappearance of starting materials, the reaction mixture was natu... Starting materials: COC(=O)c1sc(C#CC(C)(C)C)cc1NC1CCC(n2ccnn2)CC1, CC1CCC(C(=O)O)CC1, Cc1ccccc1, CCOC(C)=O, [Cl-], c1ccncc1. Product: COC(=O)c1sc(C#CC(C)(C)C)cc1N(C(=O)C1CCC(C)CC1)C1CCC(n2ccnn2)CC1. RXN SMILES: [CH3:1][O:2][C:3](=[O:4])[c:5]1[s:6][c:7]([C:22]#[C:23][C:24]([CH3:25])([CH3:26])[CH3:27])[cH:8][c:9]1[NH:10][CH:11]1[CH2:12][CH2:13][CH:14]([n:17]2[n:18][n:19][cH:20][cH:21]2)[CH2:15][CH2:16]1.[CH3:29][CH:30]1[CH2:31][CH2:32][CH:33]([C:36](=[O:37])[OH:38])[CH2:34][CH2:35]1.[CH3:45][c:46]1[cH:47][cH:48][cH:49][cH:50][cH:51]1.[CH3:52][CH2:53][O:54][C:55](=[O:56])[CH3:57].[Cl-:28].[cH:39]1[cH:40][cH:41][n:42][cH:43][cH:44]1>>[CH3:1][O:2][C:3](=[O:4])[c:5]1[s:6][c:7]([C:22]#[C:23][C:24]([CH3:25])([CH3:26])[CH3:27])[cH:8][c:9]1[N:10]([CH:11]1[CH2:12][CH2:13][CH:14]([n:17]2[n:18][n:19][cH:20][cH:21]2)[CH2:15][CH2:16]1)[C:36]([CH:33]1[CH2:32][CH2:31][CH:30]([CH3:29])[CH2:35][CH2:34]1)=[O:37].